This data is from the Open Reaction Database (ORD), a public repository of structured organic reaction records. The task is: describe an organic reaction: reactants, conditions, products, and yield Reactants: ClCC1=NN=C(O1)C1=CC=C(C=C1)C1=CC(=CC=C1C)C(=O)NC1CC1 (4′-[5-(chloromethyl)-1,3,4-oxadiazol-2-yl]-N-cyclopropyl-6-methyl-1,1′-biphenyl-3-carboxamide), ClCC1=NN=C(O1)C1=CC=C(C=C1)C1=CC(=CC=C1C)C(=O)NC1CC1 (4′-[5-(chloromethyl)-1,3,4-oxadiazol-2-yl]-N-cyclopropyl-6-methyl-1,1′-biphenyl-3-carboxamide), [O-]CC.[Na+] (sodium ethoxide). Reported procedure: 4′-[5-(Chloromethyl)-1,3,4-oxadiazol-2-yl]-N-cyclopropyl-6-methyl-1,1′-biphenyl-3-carboxamide (Intermediate 45) (50 mg) was added to a freshly prepared sodium ethoxide solution (0.087M, 2 ml), and the reaction stirred at room temperature for 72 hours. The reaction was partitioned between ethyl acetate and water, the organic phase dried (sodium sulphate) and reduced to dryness under vacuum. The residue was purified by HPLC to give, after evaporation of the solvent, N-cyclopropyl-4′-[5-(ethoxymeth... As a reaction SMILES: Cl[CH2:2][C:3]1[O:7][C:6]([C:8]2[CH:13]=[CH:12][C:11]([C:14]3[C:19]([CH3:20])=[CH:18][CH:17]=[C:16]([C:21]([NH:23][CH:24]4[CH2:26][CH2:25]4)=[O:22])[CH:15]=3)=[CH:10][CH:9]=2)=[N:5][N:4]=1.[O-:27][CH2:28][CH3:29].[Na+]>>[CH:24]1([NH:23][C:21]([C:16]2[CH:15]=[C:14]([C:11]3[CH:12]=[CH:13][C:8]([C:6]4[O:7][C:3]([CH2:2][O:27][CH2:28][CH3:29])=[N:4][N:5]=4)=[CH:9][CH:10]=3)[C:19]([CH3:20])=[CH:18][CH:17]=2)=[O:22])[CH2:26][CH2:25]1 |f:1.2|. Product: C1(CC1)NC(=O)C=1C=C(C(=CC1)C)C1=CC=C(C=C1)C=1OC(=NN1)COCC (N-Cyclopropyl-4′-[5-(ethoxymethyl)-1,3,4-oxadiazol-2-yl]-6-methyl-1,1′-biphenyl-3-carboxamide). Conditions: time 72 hour. Reactants: [N+](=O)([O-])NC(=O)N (nitrourea), O=C(CCNC(C(=O)OCC)CCCCCCC(=O)OCC)C1=C(C=CC=C1)C1=CC=CC=C1 (diethyl 2-(3-oxo-3-(p-biphenylyl)propylamino)nonanedioate), C(=C)C(=O)C=C (vinyl ketone). Run in C(C)O (ethanol). The product is OC(CCNC(C(=O)OCC)CCCCCCC(=O)OCC)C1=C(C=CC=C1)C1=CC=CC=C1 (diethyl 2-(3-hydroxy-3-(p-biphenylyl)-propylamino)nonanedioate). As a reaction SMILES: [O:1]=[C:2]([C:23]1[CH:28]=[CH:27][CH:26]=[CH:25][C:24]=1[C:29]1[CH:34]=[CH:33][CH:32]=[CH:31][CH:30]=1)[CH2:3][CH2:4][NH:5][CH:6]([CH2:12][CH2:13][CH2:14][CH2:15][CH2:16][CH2:17][C:18]([O:20][CH2:21][CH3:22])=[O:19])[C:7]([O:9][CH2:10][CH3:11])=[O:8].C(C(C=C)=O)=C.[N+](NC(N)=O)([O-])=O>C(O)C>[OH:1][CH:2]([C:23]1[CH:28]=[CH:27][CH:26]=[CH:25][C:24]=1[C:29]1[CH:30]=[CH:31][CH:32]=[CH:33][CH:34]=1)[CH2:3][CH2:4][NH:5][CH:6]([CH2:12][CH2:13][CH2:14][CH2:15][CH2:16][CH2:17][C:18]([O:20][CH2:21][CH3:22])=[O:19])[C:7]([O:9][CH2:10][CH3:11])=[O:8]. Procedure details: A solution of diethyl 2-(3-hydroxy-3-(p-biphenylyl)-propylamino)nonanedioate (5 g), which was prepared via diethyl 2-(3-oxo-3-(p-biphenylyl)propylamino)nonanedioate from the appropriate vinyl ketone using the procedure of Example 2, in absolute ethanol (20 ml) was heated at 60° while nitrourea (1.12 g) was added portion-by-portion. Reactants: C(=O)([O-])[O-].[K+].[K+] (K2CO3), CC(CNCCNCC(C)(C)SC(C1=CC=CC=C1)(C1=CC=CC=C1)C1=CC=CC=C1)(C)SC(C1=CC=CC=C1)(C1=CC=CC=C1)C1=CC=CC=C1 (N,N'-bis (2-methyl-2-triphenylmethylthiopropyl)ethylenediamine), BrCCCCC(=O)OCC (ethyl 5-bromovalerate). Solvent: CC#N (CH3CN). Yields the product C(=O)(O)CCCCCN(CCNCC(C)(C)SC(C1=CC=CC=C1)(C1=CC=CC=C1)C1=CC=CC=C1)CC(C)(SC(C1=CC=CC=C1)(C1=CC=CC=C1)C1=CC=CC=C1)C (N-(5-carboxypentyl)-N,N'-bis(2-methyl-2-triphenylmethylthiopropyl)ethylenediamine). Yield: 66.8%. RXN SMILES: [C:1]([O-:4])([O-])=[O:2].[K+].[K+].[CH3:7][C:8]([S:39][C:40]([C:53]1[CH:58]=[CH:57][CH:56]=[CH:55][CH:54]=1)([C:47]1[CH:52]=[CH:51][CH:50]=[CH:49][CH:48]=1)[C:41]1[CH:46]=[CH:45][CH:44]=[CH:43][CH:42]=1)([CH3:38])[CH2:9][NH:10][CH2:11][CH2:12][NH:13][CH2:14][C:15]([S:18][C:19]([C:32]1[CH:37]=[CH:36][CH:35]=[CH:34][CH:33]=1)([C:26]1[CH:31]=[CH:30][CH:29]=[CH:28][CH:27]=1)[C:20]1[CH:25]=[CH:24][CH:23]=[CH:22][CH:21]=1)([CH3:17])[CH3:16].Br[CH2:60][CH2:61][CH2:62][CH2:63][C:64](OCC)=O>CC#N>[C:1]([CH2:60][CH2:61][CH2:62][CH2:63][CH2:64][N:10]([CH2:9][C:8]([CH3:7])([S:39][C:40]([C:53]1[CH:58]=[CH:57][CH:56]=[CH:55][CH:54]=1)([C:47]1[CH:48]=[CH:49][CH:50]=[CH:51][CH:52]=1)[C:41]1[CH:42]=[CH:43][CH:44]=[CH:45][CH:46]=1)[CH3:38])[CH2:11][CH2:12][NH:13][CH2:14][C:15]([S:18][C:19]([C:20]1[CH:25]=[CH:24][CH:23]=[CH:22][CH:21]=1)([C:26]1[CH:31]=[CH:30][CH:29]=[CH:28][CH:27]=1)[C:32]1[CH:33]=[CH:34][CH:35]=[CH:36][CH:37]=1)([CH3:16])[CH3:17])([OH:4])=[O:2] |f:0.1.2|. Procedure: K2CO3 (1.92 g, 13.9 mmol, 100 mol %) was added to N,N'-bis (2-methyl-2-triphenylmethylthiopropyl)ethylenediamine (10.03 g, 13.9 mmol) in CH3CN (60 mL), followed by ethyl 5-bromovalerate (3.30 mL, 20.8 mmol, 150 mol %). The reaction was heated at reflux under argon overnight. The solution was then concentrated to a paste and partitioned between 0.25M KOH (100 mL) and ethyl acetate (100 mL). The aqueous layer was extracted with ethyl acetate (1×50 mL) and the combined ethyl acetate layers were was... The reactants are N[C@]12[C@@H]([C@H]3CC[C@@H]4[C@]5(CC=C(C([C@@H]5CC[C@]4([C@@]3(CC1)C)C)(C)C)C1=CC=C(C(=O)OC)C=C1)C)[C@@H](CC2)C(=C)C (methyl 4-((1R,3aS,5aR,5bR,7aR,11aS,11bR,13aR,13bR)-3a-amino-5a,5b,8,8,11a-pentamethyl-1-(prop-1-en-2-yl)-2,3,3a,4,5,5a,5b,6,7,7a,8,11,11a,11b,12,13,13a,13b-octadecahydro-1H-cyclopenta[a]chrysen-9-yl)benzoate), carboxylic acid, amides, N1=CC(=CC=C1)OCC(=O)O (3-pyridyloxyacetic acid). Yields the product C[C@]12CC[C@@]3([C@@H]([C@H]2CC[C@@H]2[C@]4(CC=C(C([C@@H]4CC[C@@]12C)(C)C)C1=CC=C(C(=O)O)C=C1)C)[C@@H](CC3)C(=C)C)NC(COC=3C=NC=CC3)=O (4-((1R,3aS,5aR,5bR,7aR,11aS,11bR,13aR,13bR)-5a,5b,8,8,11a-pentamethyl-1-(prop-1-en-2-yl)-3a-(2-(pyridin-3-yloxy)acetamido)-2,3,3a,4,5,5a,5b,6,7,7a,8,11,11a,11b,12,13,13a,13b-octadecahydro-1H-cyclopenta[a]chrysen-9-yl)benzoic acid). RXN SMILES: [NH2:1][C@:2]12[CH2:37][CH2:36][C@@H:35]([C:38]([CH3:40])=[CH2:39])[C@@H:3]1[C@@H:4]1[C@@:17]([CH3:20])([CH2:18][CH2:19]2)[C@@:16]2([CH3:21])[C@@H:7]([C@:8]3([CH3:34])[C@@H:13]([CH2:14][CH2:15]2)[C:12]([CH3:23])([CH3:22])[C:11]([C:24]2[CH:33]=[CH:32][C:27]([C:28]([O:30]C)=[O:29])=[CH:26][CH:25]=2)=[CH:10][CH2:9]3)[CH2:6][CH2:5]1.[N:41]1[CH:46]=[CH:45][CH:44]=[C:43]([O:47][CH2:48][C:49]([OH:51])=O)[CH:42]=1>>[CH3:20][C@:17]12[C@@:16]3([CH3:21])[C@@H:7]([C@:8]4([CH3:34])[C@@H:13]([CH2:14][CH2:15]3)[C:12]([CH3:22])([CH3:23])[C:11]([C:24]3[CH:33]=[CH:32][C:27]([C:28]([OH:30])=[O:29])=[CH:26][CH:25]=3)=[CH:10][CH2:9]4)[CH2:6][CH2:5][C@@H:4]1[C@H:3]1[C@H:35]([C:38]([CH3:40])=[CH2:39])[CH2:36][CH2:37][C@:2]1([NH:1][C:49](=[O:51])[CH2:48][O:47][C:43]1[CH:42]=[N:41][CH:46]=[CH:45][CH:44]=1)[CH2:19][CH2:18]2. Procedure details: The title compound was prepared from methyl 4-((1R,3aS,5aR,5bR,7aR,11aS,11bR,13aR,13bR)-3a-amino-5a,5b,8,8,11a-pentamethyl-1-(prop-1-en-2-yl)-2,3,3a,4,5,5a,5b,6,7,7a,8,11,11a,11b,12,13,13a,13b-octadecahydro-1H-cyclopenta[a]chrysen-9-yl)benzoate following the general procedure described for the parallel synthesis of C-17 amides above, using 3-pyridyloxyacetic acid as the reacting carboxylic acid. LCMS: m/e 665.6 (M+H)+, 4.37 min (method 3). The reactants are ClC1=CC=C(C=C1)N1C(N(C(=C1C#N)C#N)CC1=CC=CC=C1)=O (1-(4-chlorophenyl)-4,5-dicyano-3-benzyl-1,3-dihydro-2H-imidazol-2-one), ClC1=CC=C(C=C1)N1C(N(C(=C1C#N)C#N)CC1=CC=CC=C1)=O (1-(4-chlorophenyl)-4,5-dicyano-3-benzyl-1,3-dihydro-2H-imidazol-2-one), ClC1=CC=C(C=C1)N1C(N(C(=C1C#N)C#N)CC1=CC=CC=C1)=O (1-(4-chlorophenyl)-4,5-dicyano-3-benzyl-1,3-dihydro-2H-imidazol-2-one). The solvent is C1=CC=CC=C1 (benzene). The product is ClC1=CC=C(C=C1)N1C(NC(=C1C#N)C#N)=O (1-(4-chlorophenyl)-4,5-dicyano-1,3-dihydro-2H-imidazol-2-one). As a reaction SMILES: [Cl:1][C:2]1[CH:7]=[CH:6][C:5]([N:8]2[C:12]([C:13]#[N:14])=[C:11]([C:15]#[N:16])[N:10](CC3C=CC=CC=3)[C:9]2=[O:24])=[CH:4][CH:3]=1>C1C=CC=CC=1>[Cl:1][C:2]1[CH:3]=[CH:4][C:5]([N:8]2[C:12]([C:13]#[N:14])=[C:11]([C:15]#[N:16])[NH:10][C:9]2=[O:24])=[CH:6][CH:7]=1. Procedure: The product of Example 48, 1-(4-chlorophenyl)-4,5-dicyano-3-benzyl-1,3-dihydro-2H-imidazol-2-one, (XIII) (1.2 g, 3.6 mmol) was stirred in 50 mL of benzene. To this solution was added AlCl13 (1.9 g, 14.4 mmol) and the mixture was heated to reflux for one-half hour. The mixture was then poured onto water and extracted with ethyl acetate, then dried, filtered and evaporated via standard techniques. The residue was recrystallized from ethyl acetate/heptane to give 0.72 g of 1-(4-chlorophenyl)-4,5-di... Starting materials: C(=O)(OCC1=CC=CC=C1)N[C@@H]([C@@H](C)CC)C(=O)O (N-carbobenzoxy-L-isoleucine), 3A, C1=NC2=C(N1COCCO)N=C(N=C2O)N (acyclovir), C1(CCCCC1)N=C=NC1CCCCC1 (1,3-dicyclohexylcarbodiimide), C(=O)(OCC1=CC=CC=C1)N[C@@H]([C@@H](C)CC)C(=O)O (N-carbobenzoxy-L-isoleucine). Reagents/catalysts: CN(C1=CC=NC=C1)C (4-dimethylaminopyridine). The solvent is CN(C=O)C (N,N-dimethylformamide). Run at time 4 day. The product is C(C)OC([C@@H](NC(=O)OCC1=CC=CC=C1)[C@@H](C)CC)=O (ethyl-N-[(benzyloxy)carbonyl]-L-isoleucinate). Yield: 61.4%. RXN SMILES: C1N(COCCO)[C:4]2N=C(N)N=C(O)[C:3]=2N=1.[C:17]([NH:27][C@H:28]([C:33]([OH:35])=[O:34])[C@H:29]([CH2:31][CH3:32])[CH3:30])([O:19][CH2:20][C:21]1[CH:26]=[CH:25][CH:24]=[CH:23][CH:22]=1)=[O:18].C1(N=C=NC2CCCCC2)CCCCC1>CN(C)C1C=CN=CC=1.CN(C)C=O>[CH2:3]([O:34][C:33](=[O:35])[C@H:28]([C@H:29]([CH2:31][CH3:32])[CH3:30])[NH:27][C:17]([O:19][CH2:20][C:21]1[CH:26]=[CH:25][CH:24]=[CH:23][CH:22]=1)=[O:18])[CH3:4]. Reported procedure: A mixture of acyclovir (1.0 g, 4.4. mmol; Burroughs Wellcome Co.), 4-dimethylaminopyridine (74 mg, 0.6 mmol; Aldrich Chemical Co. and Chem. Ber. 89 2921-33 [1956]), 1,3-dicyclohexylcarbodiimidide (1.6 g, 8.0 mmol; Aldrich Chemical Co. and U.S. Pat. No. 2,656,383), N-carbobenzoxy-L-isoleucine (1.8 g, 6.6 mmol; Sigma Chemical Co. and Bull. Chem. Soc. Jap (1966) 39 947 or Tetrahedron 40 (24) 5207-11 [1984]), and molecular sieves (0.3 g, Davison type 3A; Fisher Scientific, Co.) in dry N,N-dimethylfo... The reactants are [BH4-], CCOC(C)=O, CO, Cc1cc(Nc2nccc(C(F)(F)F)n2)cc(-c2cnc(C(O)(O)C(F)(F)F)s2)c1, [Na+], [Na+], O=C([O-])O. The product is Cc1cc(Nc2nccc(C(F)(F)F)n2)cc(-c2cnc(C(O)C(F)(F)F)s2)c1. RXN SMILES: [BH4-:1].[CH3:33][CH2:34][O:35][C:36](=[O:37])[CH3:38].[CH3:44][OH:45].[F:3][C:4]([C:5]([OH:6])([OH:7])[c:8]1[s:9][c:10](-[c:13]2[cH:14][c:15]([CH3:30])[cH:16][c:17]([NH:19][c:20]3[n:21][cH:22][cH:23][c:24]([C:26]([F:27])([F:28])[F:29])[n:25]3)[cH:18]2)[cH:11][n:12]1)([F:31])[F:32].[Na+:2].[Na+:43].[O-:39][C:40]([OH:41])=[O:42]>>[F:3][C:4]([CH:5]([OH:6])[c:8]1[s:9][c:10](-[c:13]2[cH:14][c:15]([CH3:30])[cH:16][c:17]([NH:19][c:20]3[n:21][cH:22][cH:23][c:24]([C:26]([F:27])([F:28])[F:29])[n:25]3)[cH:18]2)[cH:11][n:12]1)([F:31])[F:32].